From a dataset of the Open Reaction Database (ORD), a public repository of structured organic reaction records. describe an organic reaction: reactants, conditions, products, and yield Reactants: [BH4-].[Na+] (sodium borohydride), [N+](=O)([O-])C=CC1=CC2=CC=CC=C2C=C1 (2-(2-nitroethenyl)naphthalene), Ice, C(C)(=O)O (acetic acid). The solvent is O1CCOCC1 (dioxane), O1CCOCC1 (dioxane), C(C)O (ethanol). Yields the product [N+](=O)([O-])CCC1=CC2=CC=CC=C2C=C1 (2-(2-Nitroethyl)naphthalene). The yield is 6.7%. RXN SMILES: [BH4-].[Na+].[N+:3]([CH:6]=[CH:7][C:8]1[CH:17]=[CH:16][C:15]2[C:10](=[CH:11][CH:12]=[CH:13][CH:14]=2)[CH:9]=1)([O-:5])=[O:4].C(O)(=O)C>O1CCOCC1.C(O)C>[N+:3]([CH2:6][CH2:7][C:8]1[CH:17]=[CH:16][C:15]2[C:10](=[CH:11][CH:12]=[CH:13][CH:14]=2)[CH:9]=1)([O-:5])=[O:4] |f:0.1|. Procedure details: To a suspension of sodium borohydride (4 g) in a mixture of dioxane (85 ml) and ethanol (30 ml) was added dropwise a solution of 2-(2-nitroethenyl)naphthalene (100 g) in dioxane (90 ml) over 30 minutes. The flask was cooled with a cold water bath during addition. Stirring was maintained for an additional 11/2 hours. Ice (100 ml) and 50% aqueous acetic acid (12 ml) were added and the mixture was stirred for 2 hours at room temperature, concentrated in vacuo and extracted with methylene chloride. ... Reactants: O=C(O)Cc1ccc2c(c1)OCO2, CSc1cccc(N)c1. Reagents/catalysts: C1CCN(C1)[P+](N2CCCC2)(N3CCCC3)ON4C5=CC=CC=C5N=N4.F[P-](F)(F)(F)(F)F (PyBOP), CCN(C(C)C)C(C)C (DIPEA), C1=CC=C2C(=C1)N=NN2O (HOBt). Run in CN(C)C=O (DMF), CN(C)C=O (DMF), CN(C)C=O (DMF), CN(C)C=O (DMF), CN(C)C=O (DMF), CN(C)C=O (DMF). Conditions: temperature 25 celsius, time 2 hour. Yields the product CSc1cccc(NC(=O)Cc2ccc3c(c2)OCO3)c1. Isolated yield 84.7%. RXN SMILES: CSc1cccc(N)c1.O=C(O)Cc1ccc2c(c1)OCO2.C1CCN(C1)[P+](N2CCCC2)(N3CCCC3)ON4C5=CC=CC=C5N=N4.F[P-](F)(F)(F)(F)F.C1=CC=C2C(=C1)N=NN2O.CCN(C(C)C)C(C)C.CN(C)C=O>>CSc1cccc(NC(=O)Cc2ccc3c(c2)OCO3)c1. The reactants are Cl (hydrochloric acid), FC1=C(C=CC(=C1NC1=NC=CC=C1C1=C2N=CN(C2=NC=N1)C1OCCCC1)F)NS(=O)(=O)C1=CC=CC=C1 (N-(2,4-difluoro-3-(3-(9-(tetrahydro-2H-pyran-2-yl)-9H-purin-6-yl)pyridin-2-ylamino)phenyl)benzenesulfonamide). Run at time 2 hour. The product is N1=CN=C2NC=NC2=C1C=1C(=NC=CC1)NC=1C(=C(C=CC1F)NS(=O)(=O)C1=CC=CC=C1)F (N-(3-(3-(9H-purin-6-yl)pyridin-2-ylamino)-2,4-difluorophenyl)benzenesulfonamide). As a reaction SMILES: Cl.[F:2][C:3]1[C:8]([NH:9][C:10]2[C:15]([C:16]3[N:24]=[CH:23][N:22]=[C:21]4[C:17]=3[N:18]=[CH:19][N:20]4C3CCCCO3)=[CH:14][CH:13]=[CH:12][N:11]=2)=[C:7]([F:31])[CH:6]=[CH:5][C:4]=1[NH:32][S:33]([C:36]1[CH:41]=[CH:40][CH:39]=[CH:38][CH:37]=1)(=[O:35])=[O:34]>>[N:24]1[C:16]([C:15]2[C:10]([NH:9][C:8]3[C:3]([F:2])=[C:4]([NH:32][S:33]([C:36]4[CH:41]=[CH:40][CH:39]=[CH:38][CH:37]=4)(=[O:34])=[O:35])[CH:5]=[CH:6][C:7]=3[F:31])=[N:11][CH:12]=[CH:13][CH:14]=2)=[C:17]2[C:21]([NH:20][CH:19]=[N:18]2)=[N:22][CH:23]=1. Procedure details: 1M aqueous hydrochloric acid solution was added into the N-(2,4-difluoro-3-(3-(9-(tetrahydro-2H-pyran-2-yl)-9H-purin-6-yl)pyridin-2-ylamino)phenyl)benzenesulfonamide (19 mg, 0.033 mmol) prepared at Step 10 and stirred for 2 hours. After the reaction, the reactant was washed with an aqueous solution of sodium hydrogen carbonate and salt water. After extraction with ethylacetate, the organic layer was dried with sulfuric anhydride magnesium and vacuum concentrated, and then refined by means of col... The reactants are CCO, O=[N+]([O-])c1ccc(S(=O)(=O)NC2CCC2)cc1. Product: Nc1ccc(S(=O)(=O)NC2CCC2)cc1. RXN SMILES: [CH3:18][CH2:19][OH:20].[CH:1]1([NH:5][S:6](=[O:7])(=[O:8])[c:9]2[cH:10][cH:11][c:12]([N+:15]([O-:16])=[O:17])[cH:13][cH:14]2)[CH2:2][CH2:3][CH2:4]1>>[CH:1]1([NH:5][S:6](=[O:7])(=[O:8])[c:9]2[cH:10][cH:11][c:12]([NH2:15])[cH:13][cH:14]2)[CH2:2][CH2:3][CH2:4]1. The reactants are O (water), FC1=CC=C(C=C1)C1=C(C(=NC=2NC(OCC21)=O)C(C)C)C=O (5-(4-Fluorophenyl)-6-formyl-7-isopropyl-2-oxo-1,4-dihydro-2H-pyrido[2,3-d][1,3]oxazine), C(C1=CC=CC=C1)Br (benzyl bromide), [H-].[Na+] (sodium hydride). Solvent: CN(C=O)C (dimethylformamide). Conditions: time 15 minute. Yields the product C(C1=CC=CC=C1)N1C(OCC2=C1N=C(C(=C2C2=CC=C(C=C2)F)C=O)C(C)C)=O (1-Benzyl-5-(4-fluorophenyl)-6-formyl-7-isopropyl-2-oxo-1,4-dihydro-2H-pyrido[2,3-d][1,3]oxazine). Reaction SMILES: [F:1][C:2]1[CH:7]=[CH:6][C:5]([C:8]2[C:17]3[CH2:16][O:15][C:14](=[O:18])[NH:13][C:12]=3[N:11]=[C:10]([CH:19]([CH3:21])[CH3:20])[C:9]=2[CH:22]=[O:23])=[CH:4][CH:3]=1.[H-].[Na+].[CH2:26](Br)[C:27]1[CH:32]=[CH:31][CH:30]=[CH:29][CH:28]=1.O>CN(C)C=O>[CH2:26]([N:13]1[C:12]2[N:11]=[C:10]([CH:19]([CH3:21])[CH3:20])[C:9]([CH:22]=[O:23])=[C:8]([C:5]3[CH:4]=[CH:3][C:2]([F:1])=[CH:7][CH:6]=3)[C:17]=2[CH2:16][O:15][C:14]1=[O:18])[C:27]1[CH:32]=[CH:31][CH:30]=[CH:29][CH:28]=1 |f:1.2|. Reported procedure: 2.36 g (7.5 mmol) of the compound from Example VII are dissolved in 20 ml of anhydrous dimethylformamide, and the mixture is treated with 0.28 g (9.4 mmol) of 80% strength sodium hydride under a gentle stream of argon. The mixture is stirred at room temperature for 15 min and treated with 1.54 g (9 mmol) of benzyl bromide. After 60 min, 30 ml of water are cautiously added and the mixture is extracted twice with ethyl acetate. The combined organic phases are washed with saturated sodium chloride ... The reactants are CC(C)=CCCC(C)=CCCC(C)=CCCC(C)=CCBr, CCO, CC(=O)CC(C)=O, [Na], O. The product is CC(=O)C(CC=C(C)CCC=C(C)CCC=C(C)CCC=C(C)C)C(C)=O. Reaction SMILES: [CH2:12]([CH:13]=[C:14]([CH3:15])[CH2:16][CH2:17][CH:18]=[C:19]([CH3:20])[CH3:21])[CH2:22][C:23](=[CH:24][CH2:25][CH2:26][C:27](=[CH:28][CH2:29][Br:30])[CH3:31])[CH3:32].[CH3:1][CH2:2][OH:3].[CH3:5][C:6](=[O:7])[CH2:8][C:9]([CH3:10])=[O:11].[Na:4].[OH2:33]>>[CH3:5][C:6](=[O:7])[CH:8]([C:9]([CH3:10])=[O:11])[CH2:29][CH:28]=[C:27]([CH2:26][CH2:25][CH:24]=[C:23]([CH2:22][CH2:12][CH:13]=[C:14]([CH3:15])[CH2:16][CH2:17][CH:18]=[C:19]([CH3:20])[CH3:21])[CH3:32])[CH3:31]. The reactants are CO, CCOC(=O)C(C)c1ccc2cc(OC)ccc2c1, [K+], [OH-], O. The product is COc1ccc2cc(C(C)C(=O)O)ccc2c1. Reaction SMILES: [CH3:3][OH:4].[CH3:5][O:6][c:7]1[cH:8][c:9]2[cH:10][cH:11][c:12]([CH:17]([C:18](=[O:19])[O:20][CH2:21][CH3:22])[CH3:23])[cH:13][c:14]2[cH:15][cH:16]1.[K+:2].[OH-:1].[OH2:24]>>[CH3:5][O:6][c:7]1[cH:8][c:9]2[cH:10][cH:11][c:12]([CH:17]([C:18](=[O:19])[OH:20])[CH3:23])[cH:13][c:14]2[cH:15][cH:16]1.